From a dataset of the Open Reaction Database (ORD), a public repository of structured organic reaction records. describe an organic reaction: reactants, conditions, products, and yield The reactants are CCOC(=O)C1CCCCC1=O (ethyl 2-cyclohexanonecarboxylate), C(CO)O (ethyleneglycol), C1(=CC=C(C=C1)S(=O)(=O)O)C (p-toluenesulfonic acid). Run in C1(=CC=CC=C1)C (toluene). Product: O1CCOC12C(CCCC2)C(=O)OCC (ethyl 1,4-dioxa-spiro[4,5]decane-6-carboxylate). The yield is 98.5%. RXN SMILES: [CH3:1][CH2:2][O:3][C:4]([CH:6]1[C:11](=[O:12])[CH2:10][CH2:9][CH2:8][CH2:7]1)=[O:5].[CH2:13](O)[CH2:14][OH:15].C1(C)C=CC(S(O)(=O)=O)=CC=1>C1(C)C=CC=CC=1>[O:15]1[C:11]2([CH2:10][CH2:9][CH2:8][CH2:7][CH:6]2[C:4]([O:3][CH2:2][CH3:1])=[O:5])[O:12][CH2:13][CH2:14]1. Reported procedure: To a solution of ethyl 2-cyclohexanonecarboxylate (25 g) in toluene (200 mL) was added ethyleneglycol (10.1 g) and p-toluenesulfonic acid (2.8 g) at room temperature and the mixture was heated under reflux with Dean-Stark apparatus for five hours. The reaction mixture was cooled to room temperature, the solvent was evaporated under reduced pressure and the residue was purified by silica gel column chromatography (eluent:hexane-ethyl acetate (10:1)) to give ethyl 1,4-dioxa-spiro[4,5]decane-6-carb...